From a dataset of the Open Reaction Database (ORD), a public repository of structured organic reaction records. describe an organic reaction: reactants, conditions, products, and yield Starting materials: ClC1=NSN=C1S(=O)(=O)CC (3-chloro-4-ethylsulfonyl-1,2,5-thiadiazole), Na2S-9H2O, ICCCC (1-iodobutane), [H-].[Na+] (NaH), C(C)(C)(C)NC(=O)N1CC(C1)O (1-t-butylcarbamoyl-3-hydroxyazetidine). The solvent is C1CCOC1 (THF), O (water), CN(C)C=O (DMF), C1CCOC1 (THF). Run at temperature 8 celsius, time 1 hour. The product is C(CCC)SC1=NSN=C1OC1CNC1 (3-Butylthio-4-(3-azetidinyloxy)-1,2,5-thiadiazole). As a reaction SMILES: [H-].[Na+].C(NC([N:10]1[CH2:13][CH:12]([OH:14])[CH2:11]1)=O)(C)(C)C.Cl[C:16]1[C:20]([S:21]([CH2:24][CH3:25])(=O)=O)=[N:19][S:18][N:17]=1.I[CH2:27][CH2:28]CC>C1COCC1.O.CN(C=O)C>[CH2:24]([S:21][C:20]1[C:16]([O:14][CH:12]2[CH2:11][NH:10][CH2:13]2)=[N:17][S:18][N:19]=1)[CH2:25][CH2:27][CH3:28] |f:0.1|. Procedure details: A suspension of NaH (0.24 g, 0.006 mol) in THF (30 mL) was treated with 1-t-butylcarbamoyl-3-hydroxyazetidine (1.6 g, 0.0092 mol), and the reaction stirred 1 h. After cooling to 8° C., 3-chloro-4-ethylsulfonyl-1,2,5-thiadiazole (1.96 g, 0.0092 mol) in THF (5 mL) was added, the reaction stirred 30 min, cooling removed for 30 min, and the reaction heated to 35° C. for 45 min. Heating was removed, the reaction stirred overnight, and the solvent evaporated. The residue was suspended in cold water, t... Reactants: ClC1=NC(=CC(=C1)I)C(F)(F)F (2-chloro-4-iodo-6-(trifluoromethyl)pyridine), NC1=CC=C(C=C1)CC(=O)OCC (ethyl 2-(4-aminophenyl)acetate). The product is ClC1=NC(=CC(=C1)NC1=CC=C(C=C1)CC(=O)OCC)C(F)(F)F (ethyl 2-(4-((2-chloro-6-(trifluoromethyl)pyridin-4-yl)amino)phenyl)acetate). Isolated yield 23.0%. RXN SMILES: [Cl:1][C:2]1[CH:7]=[C:6](I)[CH:5]=[C:4]([C:9]([F:12])([F:11])[F:10])[N:3]=1.[NH2:13][C:14]1[CH:19]=[CH:18][C:17]([CH2:20][C:21]([O:23][CH2:24][CH3:25])=[O:22])=[CH:16][CH:15]=1>>[Cl:1][C:2]1[CH:7]=[C:6]([NH:13][C:14]2[CH:15]=[CH:16][C:17]([CH2:20][C:21]([O:23][CH2:24][CH3:25])=[O:22])=[CH:18][CH:19]=2)[CH:5]=[C:4]([C:9]([F:12])([F:11])[F:10])[N:3]=1. Reported procedure: Following General Procedure B1, 2-chloro-4-iodo-6-(trifluoromethyl)pyridine (0.244 g, 0.80 mmol) was reacted with ethyl 2-(4-aminophenyl)acetate (0.156 g, 0.87 mmol) to afford the title compound (0.066 g, 33%) as a colorless oil. MW=358.74. 1H NMR (CDCl3, 500 MHz) δ 7.37-7.31 (m, 2H), 7.17-7.12 (m, 2H), 7.00 (d, J=2.0 Hz, 1H), 6.87 (d, J=2.0 Hz, 1H), 6.43 (s, 1H), 4.19 (q, J=7.2 Hz, 2H), 3.64 (s, 2H), 1.32-1.25 (m, 3H); APCI MS m/z 359 [M+H]+. The reactants are CN(Cc1ccc(Nc2ncc(Sc3ccnc(C(=O)O)c3F)s2)nc1)C(=O)OC(C)(C)C, CCN=C=NCCCN(C)C, CN1CCCC1=O, CCN(C(C)C)C(C)C, NCC1(c2ccccc2)CCN(CCO)CC1, O, On1nnc2ccccc21. Product: CN(Cc1ccc(Nc2ncc(Sc3ccnc(C(=O)NCC4(c5ccccc5)CCN(CCO)CC4)c3F)s2)nc1)C(=O)OC(C)(C)C. As a reaction SMILES: [C:1]([CH3:2])([CH3:3])([CH3:4])[O:5][C:6](=[O:7])[N:8]([CH3:9])[CH2:10][c:11]1[cH:12][cH:13][c:14]([NH:17][c:18]2[s:19][c:20]([S:23][c:24]3[c:25]([F:33])[c:26]([C:30](=[O:31])[OH:32])[n:27][cH:28][cH:29]3)[cH:21][n:22]2)[n:15][cH:16]1.[CH3:44][CH2:45][N:46]=[C:47]=[N:48][CH2:49][CH2:50][CH2:51][N:52]([CH3:53])[CH3:54].[CH3:81][N:82]1[CH2:83][CH2:84][CH2:85][C:86]1=[O:87].[CH:72]([N:73]([CH:74]([CH3:75])[CH3:76])[CH2:77][CH3:78])([CH3:79])[CH3:80].[NH2:55][CH2:56][C:57]1([c:66]2[cH:67][cH:68][cH:69][cH:70][cH:71]2)[CH2:58][CH2:59][N:60]([CH2:63][CH2:64][OH:65])[CH2:61][CH2:62]1.[OH2:88].[OH:34][n:35]1[c:36]2[c:37]([cH:38][cH:39][cH:40][cH:41]2)[n:42][n:43]1>>[C:1]([CH3:2])([CH3:3])([CH3:4])[O:5][C:6](=[O:7])[N:8]([CH3:9])[CH2:10][c:11]1[cH:12][cH:13][c:14]([NH:17][c:18]2[s:19][c:20]([S:23][c:24]3[c:25]([F:33])[c:26]([C:30](=[O:31])[NH:55][CH2:56][C:57]4([c:66]5[cH:67][cH:68][cH:69][cH:70][cH:71]5)[CH2:58][CH2:59][N:60]([CH2:63][CH2:64][OH:65])[CH2:61][CH2:62]4)[n:27][cH:28][cH:29]3)[cH:21][n:22]2)[n:15][cH:16]1.